Dataset: the Open Reaction Database (ORD), a public repository of structured organic reaction records. Task: describe an organic reaction: reactants, conditions, products, and yield Starting materials: [Na] (sodium), SCCO (2-mercaptoethanol), ClCC(CC)(CCl)CCl (1,1,1-tris(chloromethyl)propane). Solvent: C(C)O (ethanol). Yields the product OCCSCC(CC)(CSCCO)CSCCO (1,1,1-tris(2-hydroxyethyl-thiomethyl) propane). RXN SMILES: [Na].[SH:2][CH2:3][CH2:4][OH:5].Cl[CH2:7][C:8]([CH2:13]Cl)([CH2:11]Cl)[CH2:9][CH3:10]>C(O)C>[OH:5][CH2:4][CH2:3][S:2][CH2:7][C:8]([CH2:13][S:2][CH2:3][CH2:4][OH:5])([CH2:11][S:2][CH2:3][CH2:4][OH:5])[CH2:9][CH3:10] |^1:0|. Reported procedure: To 300 parts of ethanol were successively added 6.9 parts of metallic sodium, 23.4 parts of 2-mercaptoethanol and 18.9 parts of 1,1,1-tris(chloromethyl)propane in this order, and the resulting mixture was heated under reflux. Thereafter, the deposited sodium chloride was removed, and the solution was concentrated to obtain 1,1,1-tris(2-hydroxyethyl-thiomethyl) propane. This compound was added to 50 parts of chloroform, and 45 parts of thionyl chloride was dropped into the resulting mixture. Subs... The reactants are ON1C(CC(CC1(C)C)CCCCNC1=NC(=NC(=N1)NCCCCC1CC(N(C(C1)(C)C)O)(C)C)NCCCCC1CC(N(C(C1)(C)C)O)(C)C)(C)C (2,4,6-tris[N-(1-oxyl-2,2,6,6-tetramethylpiperidin-4-yl)butylamino]-s-triazine), C1CCCCC1 (cyclohexane). Yields the product C1(CCCCC1)ON1C(CC(CC1(C)C)CCCCNC1=NC(=NC(=N1)NCCCCC1CC(N(C(C1)(C)C)OC1CCCCC1)(C)C)NCCCCC1CC(N(C(C1)(C)C)OC1CCCCC1)(C)C)(C)C (2,4,6-Tris[N-(1-cyclohexyloxy-2,2,6,6-tetramethylpiperidin-4-yl)butylamino]-s-triazine). As a reaction SMILES: [OH:1][N:2]1[C:7]([CH3:9])([CH3:8])[CH2:6][CH:5]([CH2:10][CH2:11][CH2:12][CH2:13][NH:14][C:15]2[N:20]=[C:19]([NH:21][CH2:22][CH2:23][CH2:24][CH2:25][CH:26]3[CH2:31][C:30]([CH3:33])([CH3:32])[N:29]([OH:34])[C:28]([CH3:36])([CH3:35])[CH2:27]3)[N:18]=[C:17]([NH:37][CH2:38][CH2:39][CH2:40][CH2:41][CH:42]3[CH2:47][C:46]([CH3:49])([CH3:48])[N:45]([OH:50])[C:44]([CH3:52])([CH3:51])[CH2:43]3)[N:16]=2)[CH2:4][C:3]1([CH3:54])[CH3:53].[CH2:55]1[CH2:60][CH2:59][CH2:58][CH2:57][CH2:56]1>>[CH:55]1([O:50][N:45]2[C:44]([CH3:52])([CH3:51])[CH2:43][CH:42]([CH2:41][CH2:40][CH2:39][CH2:38][NH:37][C:17]3[N:16]=[C:15]([NH:14][CH2:13][CH2:12][CH2:11][CH2:10][CH:5]4[CH2:4][C:3]([CH3:54])([CH3:53])[N:2]([O:1][CH:55]5[CH2:60][CH2:59][CH2:58][CH2:57][CH2:56]5)[C:7]([CH3:9])([CH3:8])[CH2:6]4)[N:20]=[C:19]([NH:21][CH2:22][CH2:23][CH2:24][CH2:25][CH:26]4[CH2:31][C:30]([CH3:32])([CH3:33])[N:29]([O:34][CH:55]5[CH2:60][CH2:59][CH2:58][CH2:57][CH2:56]5)[C:28]([CH3:36])([CH3:35])[CH2:27]4)[N:18]=3)[CH2:47][C:46]2([CH3:49])[CH3:48])[CH2:60][CH2:59][CH2:58][CH2:57][CH2:56]1. Procedure details: The title compound is prepared from the reaction of 2,4,6-tris[N-(1-oxyl-2,2,6,6-tetramethylpiperidin-4-yl)butylamino]-s-triazine and cyclohexane following a procedure similar to that of Example 10. Starting materials: CN(C)c1ccncc1, Nc1ncco1, c1ccncc1, O=C(Cl)C1c2ccccc2Sc2ccccc21. Yields the product O=C(Nc1ncco1)C1c2ccccc2Sc2ccccc21. Reaction SMILES: [CH3:24][N:25]([c:26]1[cH:27][cH:28][n:29][cH:30][cH:31]1)[CH3:32].[NH2:1][c:2]1[o:3][cH:4][cH:5][n:6]1.[cH:33]1[cH:34][cH:35][n:36][cH:37][cH:38]1.[cH:7]1[cH:8][cH:9][cH:10][c:11]2[c:20]1[CH:19]([C:21](=[O:22])[Cl:23])[c:18]1[c:13]([cH:14][cH:15][cH:16][cH:17]1)[S:12]2>>[NH:1]([c:2]1[o:3][cH:4][cH:5][n:6]1)[C:21]([CH:19]1[c:18]2[c:13]([cH:14][cH:15][cH:16][cH:17]2)[S:12][c:11]2[cH:10][cH:9][cH:8][cH:7][c:20]21)=[O:22]. Reactants: C(C(=O)O)(=O)O.O(C1=CC=CC=C1)C=1C=CC=2C[C@@H]3[C@@H]4CCCC[C@@]4(C2C1)CCN3CCC=3OC=CC3 ((-)-3-phenoxy-N-[2-(2-furyl)ethyl]morphinan oxalate), ( d ), CO (MeOH), C(C(=O)O)(=O)O (oxalic acid). Run in CCOCC (ether), CCOCC (ether). The product is O(C1=CC=CC=C1)C=1C=CC=2C[C@@H]3[C@@H]4CCCC[C@@]4(C2C1)CCN3CCC=3OC=CC3 ((-)-3-Phenoxy-N-[2-(2-furyl)ethyl]morphinan). RXN SMILES: C(O)(=O)C(O)=O.C(O)(=O)C(O)=O.[O:13]([C:20]1[CH:21]=[CH:22][C:23]2[CH2:24][C@H:25]3[N:36]([CH2:37][CH2:38][C:39]4[O:40][CH:41]=[CH:42][CH:43]=4)[CH2:35][CH2:34][C@@:31]4([C:32]=2[CH:33]=1)[C@H:26]3[CH2:27][CH2:28][CH2:29][CH2:30]4)[C:14]1[CH:19]=[CH:18][CH:17]=[CH:16][CH:15]=1.CO>CCOCC>[O:13]([C:20]1[CH:21]=[CH:22][C:23]2[CH2:24][C@H:25]3[N:36]([CH2:37][CH2:38][C:39]4[O:40][CH:41]=[CH:42][CH:43]=4)[CH2:35][CH2:34][C@@:31]4([C:32]=2[CH:33]=1)[C@H:26]3[CH2:27][CH2:28][CH2:29][CH2:30]4)[C:14]1[CH:15]=[CH:16][CH:17]=[CH:18][CH:19]=1 |f:1.2|. Procedure: To the above base, 1.2 g. (0.003 mol) in ether, a solution of 0.3 g. of oxalic acid in ether was added. The crude oxalate was recrystallized twice from ethanol to give 1.0 g. (68%) of (-)-3-phenoxy-N-[2-(2-furyl)ethyl]morphinan oxalate, m.p. 195°-197° (d), [α]D25 =-64.52° (c 1.03, MeOH). Starting materials: COC(=O)c1cccc(Br)c1C, O=C(OOC(=O)c1ccccc1)c1ccccc1, O=C1CCC(=O)N1Br, c1ccccc1. Yields the product COC(=O)c1cccc(Br)c1CBr. RXN SMILES: [Br:1][c:2]1[c:3]([CH3:12])[c:4]([C:5](=[O:6])[O:7][CH3:8])[cH:9][cH:10][cH:11]1.[C:13]([O:14][O:15][C:16](=[O:17])[c:18]1[cH:19][cH:20][cH:21][cH:22][cH:23]1)(=[O:24])[c:25]1[cH:26][cH:27][cH:28][cH:29][cH:30]1.[O:31]=[C:32]1[N:33]([Br:38])[C:34](=[O:35])[CH2:36][CH2:37]1.[cH:39]1[cH:40][cH:41][cH:42][cH:43][cH:44]1>>[Br:1][c:2]1[c:3]([CH2:12][Br:38])[c:4]([C:5](=[O:6])[O:7][CH3:8])[cH:9][cH:10][cH:11]1. Reactants: ( 10 ), F[C@H]1C[C@H]2[C@@H]3C[C@@H]([C@](C(COC(C)=O)=O)([C@]3(CC=C2[C@]2(C=CC(C=C12)=O)C)C)OC(C)=O)C (6α-fluoro-16β-methyl-17α,21-diacetoxypregna-1,4,9(11)-triene-3,20-dione), solution, HClO4, BrC1(C(NC(N1)=O)=O)Br (dibromohydantoin), C(C)(=O)OCC (ethyl acetate). Solvent: O1CCOCC1 (dioxane), O (water). Conditions: time 10 minute. Yields the product F[C@H]1C[C@H]2[C@@H]3C[C@@H]([C@](C(COC(C)=O)=O)([C@]3(C[C@@H]([C@@]2([C@]2(C=CC(C=C12)=O)C)Br)O)C)OC(C)=O)C (6α-fluoro-9α-bromo-11β-hydroxy-16β-methyl-17α,21-diacetoxypregna-1,4-diene-3,20-dione). Reaction SMILES: [F:1][C@@H:2]1[C:25]2[C@:20](C)([CH:21]=[CH:22][C:23](=[O:26])[CH:24]=2)[C:19]2[C@H:4]([C@H:5]3[C@:16]([CH3:28])([CH2:17]C=2)[C@@:8]([O:29][C:30](=[O:32])[CH3:31])([C:9](=[O:15])[CH2:10][O:11][C:12](=[O:14])[CH3:13])[C@@H:7]([CH3:33])[CH2:6]3)[CH2:3]1.Br[C:35]1([Br:42])NC(=O)N[C:36]1=[O:41].C(OCC)(=O)C>O1CCOCC1.O>[F:1][C@@H:2]1[C:25]2[C@:20]([CH3:19])([CH:21]=[CH:22][C:23](=[O:26])[CH:24]=2)[C@:35]2([Br:42])[C@H:4]([C@H:5]3[C@:16]([CH3:17])([CH2:28][C@@H:36]2[OH:41])[C@@:8]([O:29][C:30](=[O:32])[CH3:31])([C:9](=[O:15])[CH2:10][O:11][C:12](=[O:14])[CH3:13])[C@@H:7]([CH3:33])[CH2:6]3)[CH2:3]1. Procedure details: Ten (10) g of 6α-fluoro-16β-methyl-17α,21-diacetoxypregna-1,4,9(11)-triene-3,20-dione in 110 ml of dioxane (A.R.) plus 2.2 mls of a solution of 4.4 ml 70% HClO4 in 200 mls of water, is treated with 4 g of dibromohydantoin in the dark at R.T. for a period of one hour or when TLC using 50% ethyl acetate/50% hexane shows the reaction to be complete. The reaction mixture is precipitated in 2 l of water, stirred for 10 minutes and the crystalline precipitate collected by filtration, washed with water... Starting materials: C(C1=CC=CC=C1)OC=1C2=C(C=3CNC(C3C1)=O)O[C@]13[C@](C2)([C@H](CC[C@H]1C(C(CC3)=NN3CCOCC3)(C)C)C)C ((6aR,7S,9aS,13aS)-5-benzyloxy-2,3,6,6a,7,8,9,9a,10,11,12,13-dodecahydro-6a,7,10,10-tetramethyl-11-(1-oxa-4-azacyclohex-4-yl)imino-3-oxo-1H-benzo[8,8a][1]benzopyrano[2,3-e]isoindole). The reagents and catalysts are [C].[Pd] (palladium-carbon). Run in CO (methanol). Yields the product OC=1C2=C(C=3CNC(C3C1)=O)O[C@]13[C@](C2)([C@H](CC[C@H]1C(C(CC3)=NN3CCOCC3)(C)C)C)C ((6aR,7S,9aS,13aS)-2,3,6,6a,7,8,9,9a,10,11,12,13-dodecahydro-5-hydroxy-6a,7,10,10-tetramethyl-11-(1-oxa-4-azacyclohex-4-yl)imino-3-oxo-1H-benzo[8,8a][1]benzopyrano[2,3-e]isoindole). Yield: 81.3%. RXN SMILES: C([O:8][C:9]1[C:10]2[CH2:22][C@:21]3([CH3:41])[C@@H:23]([CH3:40])[CH2:24][CH2:25][C@H:26]4[C:27]([CH3:39])([CH3:38])[C:28](=[N:31][N:32]5[CH2:37][CH2:36][O:35][CH2:34][CH2:33]5)[CH2:29][CH2:30][C@@:20]34[O:19][C:11]=2[C:12]2[CH2:13][NH:14][C:15](=[O:18])[C:16]=2[CH:17]=1)C1C=CC=CC=1>CO.[C].[Pd]>[OH:8][C:9]1[C:10]2[CH2:22][C@:21]3([CH3:41])[C@@H:23]([CH3:40])[CH2:24][CH2:25][C@H:26]4[C:27]([CH3:39])([CH3:38])[C:28](=[N:31][N:32]5[CH2:33][CH2:34][O:35][CH2:36][CH2:37]5)[CH2:29][CH2:30][C@@:20]34[O:19][C:11]=2[C:12]2[CH2:13][NH:14][C:15](=[O:18])[C:16]=2[CH:17]=1 |f:2.3|. Procedure details: To a solution of Compound (61) (224 mg, 0.40 mmol) in 50 ml of methanol containing 1% water was added 180 mg of 10% palladium-carbon, followed by catalytic reduction. After the palladium-carbon was removed by filtration, the filtrate was concentrated under reduced pressure. The residue was purified by a silica gel column chromatography (silica gel 10 g; ethyl acetate:methanol=99:1) and further crystallization from diethyl ether-n-hexane to give 152 mg (79%) of Compound (51f).